From a dataset of the Open Reaction Database (ORD), a public repository of structured organic reaction records. describe an organic reaction: reactants, conditions, products, and yield Starting materials: BrC1=CC(=C(C=C1F)S(=O)(=O)NCC1CC1)F (4-bromo-N-(cyclopropylmethyl)-2,5-difluorobenzenesulfonamide), C(C)(C)(C)P(C(C)(C)C)C(C)(C)C (Tri-t-butylphosphine), C(#N)C1=CC=C(N1C)B(O)O (5-cyano-1-methyl-1H-pyrrol-2-ylboronic acid), [F-].[K+] (potassium fluoride). The reagents and catalysts are C=1C=CC(=CC1)/C=C/C(=O)/C=C/C2=CC=CC=C2.C=1C=CC(=CC1)/C=C/C(=O)/C=C/C2=CC=CC=C2.C=1C=CC(=CC1)/C=C/C(=O)/C=C/C2=CC=CC=C2.[Pd].[Pd] (tris(dibenzylideneacetone)dipalladium). Conditions: time 16 hour. Product: C(#N)C1=CC=C(N1C)C1=CC(=C(C=C1F)S(=O)(=O)NCC1CC1)F (4-(5-cyano-1-methyl-1H-pyrrol-2-yl)-N-(cyclopropylmethyl)-2,5-difluorobenzenesulfonamide). Isolated yield 26.8%. RXN SMILES: Br[C:2]1[C:7]([F:8])=[CH:6][C:5]([S:9]([NH:12][CH2:13][CH:14]2[CH2:16][CH2:15]2)(=[O:11])=[O:10])=[C:4]([F:17])[CH:3]=1.[C:18]([C:20]1[N:24]([CH3:25])[C:23](B(O)O)=[CH:22][CH:21]=1)#[N:19].[F-].[K+].C(P(C(C)(C)C)C(C)(C)C)(C)(C)C>C1C=CC(/C=C/C(/C=C/C2C=CC=CC=2)=O)=CC=1.C1C=CC(/C=C/C(/C=C/C2C=CC=CC=2)=O)=CC=1.C1C=CC(/C=C/C(/C=C/C2C=CC=CC=2)=O)=CC=1.[Pd].[Pd]>[C:18]([C:20]1[N:24]([CH3:25])[C:23]([C:2]2[C:7]([F:8])=[CH:6][C:5]([S:9]([NH:12][CH2:13][CH:14]3[CH2:16][CH2:15]3)(=[O:11])=[O:10])=[C:4]([F:17])[CH:3]=2)=[CH:22][CH:21]=1)#[N:19] |f:2.3,5.6.7.8.9|. Procedure: According to general procedure B, 4-bromo-N-(cyclopropylmethyl)-2,5-difluorobenzenesulfonamide (150 mg, 0.5 mmol), 5-cyano-1-methyl-1H-pyrrol-2-ylboronic acid (90 mg, 0.60 mmol), potassium fluoride (96 mg, 1.65 mmol), and tris(dibenzylideneacetone)dipalladium (12 mg, 0.013 mmol) were placed in an oven dried flask under nitrogen and dry THF (1.3 mL) was added. Tri-t-butylphosphine (75 μL, 0.026 mmol, 10 wt % in hexane) was added and the reaction was stirred for 16 hours. Purification afforded 4-(... Reactants: C1NC(CC=2C3=CC=CC=C3NC12)C(=O)O ((3RS)-1,2,3,4-tetrahydro-β-carboline-3-carboxylic acid), COC1=CC=C(CBr)C=C1 (4-methoxybenzyl bromide), [OH-].[Na+] (NaOH), C(=S)=S (carbon disulfide). Run in CS(=O)C (dimethylsulfoxide). Yields the product COC1=CC=C(CSC(=S)N2CC=3NC4=CC=CC=C4C3CC2C(=O)O)C=C1 ((3RS)-2-[(4-Methoxybenzylthio)thiocarbonyl]-1,2,3,4-tetrahydro-β -carboline-3-carboxylic acid). Yield: 79.0%. As a reaction SMILES: [CH2:1]1[C:13]2[NH:12][C:11]3[C:6](=[CH:7][CH:8]=[CH:9][CH:10]=3)[C:5]=2[CH2:4][CH:3]([C:14]([OH:16])=[O:15])[NH:2]1.[OH-].[Na+].[C:19](=[S:21])=[S:20].[CH3:22][O:23][C:24]1[CH:31]=[CH:30][C:27]([CH2:28]Br)=[CH:26][CH:25]=1>CS(C)=O>[CH3:22][O:23][C:24]1[CH:31]=[CH:30][C:27]([CH2:28][S:20][C:19]([N:2]2[CH:3]([C:14]([OH:16])=[O:15])[CH2:4][C:5]3[C:6]4[C:11](=[CH:10][CH:9]=[CH:8][CH:7]=4)[NH:12][C:13]=3[CH2:1]2)=[S:21])=[CH:26][CH:25]=1 |f:1.2|. Procedure: In the same manner as described in Example 16, (3RS)-1,2,3,4-tetrahydro-β-carboline-3-carboxylic acid (4.32 g), 10N NaOH (4 ml), carbon disulfide (1.4 ml), dimethylsulfoxide (20 ml) and 4-methoxybenzyl bromide (4.02 g) are reacted and treated. The product is crystallized from isopropyl ether to give the title compound (6.50 g, 79%) as colorless needles, m.p. 195°-196° C. Starting materials: Br, CCOCC, [N-]=[N+]=CC(=O)c1ccc(C(=O)O)c(Cl)c1. The product is O=C(CBr)c1ccc(C(=O)O)c(Cl)c1. RXN SMILES: [BrH:1].[CH3:17][CH2:18][O:19][CH2:20][CH3:21].[Cl:2][c:3]1[c:4]([C:5](=[O:6])[OH:7])[cH:8][cH:9][c:10]([C:12]([CH:13]=[N+:14]=[N-:15])=[O:16])[cH:11]1>>[Br:1][CH2:13][C:12]([c:10]1[cH:9][cH:8][c:4]([C:5](=[O:6])[OH:7])[c:3]([Cl:2])[cH:11]1)=[O:16]. The reactants are C1(CCCCC1)[Mg]Cl (cyclohexylmagnesium chloride), C(#N)C=1SC(=C2C1CC(CC2=O)(C)C)SC (1-cyano-6,6-dimethyl-3-methylthio-4,5,6,7-tetrahydrobenzo[c]thiophen-4-one). Product: C(#N)C=1SC(=C2C1CC(CC2=O)(C)C)C2CCCCC2 (1-Cyano-3-cyclohexyl-6,6-dimethyl-4,5,6,7-tetrahydrobenzo[c]thiophen-4-one). The yield is 28.0%. Reaction SMILES: [CH:1]1([Mg]Cl)[CH2:6][CH2:5][CH2:4][CH2:3][CH2:2]1.[C:9]([C:11]1[S:12][C:13](SC)=[C:14]2[C:19](=[O:20])[CH2:18][C:17]([CH3:22])([CH3:21])[CH2:16][C:15]=12)#[N:10]>>[C:9]([C:11]1[S:12][C:13]([CH:1]2[CH2:6][CH2:5][CH2:4][CH2:3][CH2:2]2)=[C:14]2[C:19](=[O:20])[CH2:18][C:17]([CH3:22])([CH3:21])[CH2:16][C:15]=12)#[N:10]. Procedure: In the same way as described in Example 6, Step 1, using cyclohexylmagnesium chloride and 1-cyano-6,6-dimethyl-3-methylthio-4,5,6,7-tetrahydrobenzo[c]thiophen-4-one, the title compound (0.63 g, 28%) was isolated as a cream solid. mp 129-132° C. 1HNMR (360 MHz, CDCl3) δ 1.07 (6H, s), 1.20-1.55 (5H, m), 1.75-1.85 (3H, m), 2.01-2.06 (2H, m), 2.42 (2H, s), 2.84 (2H, s), 3.85-3.94 (1H, M). Starting materials: O=C(O)c1cccc(Br)c1, CC(C)O, O, O=S(=O)(O)O. Yields the product CC(C)OC(=O)c1cccc(Br)c1. Reaction SMILES: [Br:1][c:2]1[cH:3][c:4]([C:5](=[O:6])[OH:7])[cH:8][cH:9][cH:10]1.[CH:16]([CH3:17])([CH3:18])[OH:19].[OH2:20].[S:11](=[O:12])(=[O:13])([OH:14])[OH:15]>>[Br:1][c:2]1[cH:3][c:4]([C:5]([O:6][CH:16]([CH3:17])[CH3:18])=[O:7])[cH:8][cH:9][cH:10]1. The reactants are N#Cc1c(F)cccc1F, [H-], OCc1cccc(I)c1, [Na+], CN(C)C=O, O. The product is N#Cc1c(F)cccc1OCc1cccc(I)c1. Reaction SMILES: [F:13][c:14]1[c:15]([C:16]#[N:17])[c:18]([F:22])[cH:19][cH:20][cH:21]1.[H-:2].[I:4][c:5]1[cH:6][c:7]([CH2:8][OH:9])[cH:10][cH:11][cH:12]1.[Na+:3].[O:23]=[CH:24][N:25]([CH3:26])[CH3:27].[OH2:1]>>[I:4][c:5]1[cH:6][c:7]([CH2:8][O:9][c:18]2[c:15]([C:16]#[N:17])[c:14]([F:13])[cH:21][cH:20][cH:19]2)[cH:10][cH:11][cH:12]1. Starting materials: C12C(CC(C=C1)C2)CO (5-norbornen -2-methanol), C(C(=C)C)(=O)OC (methyl methacrylate), C1(O)=CC=C(O)C=C1 (hydroquinone), C[O-].[Na+] (sodium methoxide). Solvent: O (water), O (water), CN(C=O)C (N,N-dimethylformamide). Yields the product C(C(=C)C)(=O)OCC1C2C=CC(C1)C2 (5-norbornen-2-ylmethyl methacrylate), product. RXN SMILES: [CH:1]12[CH2:7][CH:4]([CH:5]=[CH:6]1)[CH2:3][CH:2]2[CH2:8][OH:9].[C:10](OC)(=[O:14])[C:11]([CH3:13])=[CH2:12].C1(C=CC(O)=CC=1)O.C[O-].[Na+]>CN(C)C=O.O>[C:10]([O:9][CH2:8][CH:2]1[CH2:3][CH:4]2[CH2:7][CH:1]1[CH:6]=[CH:5]2)(=[O:14])[C:11]([CH3:13])=[CH2:12] |f:3.4|. Procedure: 5-norbornen-2-ylmethyl methacrylate monomer was prepared in a flask fitted with a vertical condenser with water at 75° C circulating through the jacket, attached at the top to a downwards cold water-cooled condenser. There were refluxed for 2 hours 372 grams (3.0 moles) of 5-norbornen -2-methanol, 450 grams (4.5 moles) of methyl methacrylate, 526 grams of N,N-dimethylformamide, 28.8 grams of hydroquinone, and 8.1 grams (0.15 mole) of sodium methoxide. A total of 252 ml of distillate was collecte...